From a dataset of the Open Reaction Database (ORD), a public repository of structured organic reaction records. describe an organic reaction: reactants, conditions, products, and yield Reactants: COC1N=C(N=C(C1=S(=O)=O)OC)C (4,6-dimethoxy-2-methyl-sulfonylpyrimidine), OC(C(=O)OC)C(C)(C)C (methyl (+/-)-2-hydroxy-3,3-dimethylbutanoate), C([O-])([O-])=O.[K+].[K+] (potassium carbonate). The solvent is CN(C=O)C (N,N-dimethylformamide). Reaction conditions: time 3 hour. Product: COC1=NC(=NC(=C1)OC)OC(C(=O)OC)C(C)(C)C (methyl (+/-)-2-(4,6-dimethoxy-2-pyrimidinyloxy)-3,3-dimethylbutanoate). As a reaction SMILES: [CH3:1][O:2][CH:3]1[C:8](=S(=O)=O)[C:7]([O:12][CH3:13])=[N:6][C:5](C)=[N:4]1.[OH:15][CH:16]([C:21]([CH3:24])([CH3:23])[CH3:22])[C:17]([O:19][CH3:20])=[O:18].C(=O)([O-])[O-].[K+].[K+]>CN(C)C=O>[CH3:1][O:2][C:3]1[CH:8]=[C:7]([O:12][CH3:13])[N:6]=[C:5]([O:15][CH:16]([C:21]([CH3:24])([CH3:23])[CH3:22])[C:17]([O:19][CH3:20])=[O:18])[N:4]=1 |f:2.3.4|. Procedure details: 2.18 g (10.0 mmol) of 4,6-dimethoxy-2-methyl-sulfonylpyrimidine and 1.62 g (11.0 mmol) of methyl (+/-)-2-hydroxy-3,3-dimethylbutanoate were heated in the presence of 2.07 g (15.0 mmol) of potassium carbonate in 20 ml of N,N-dimethylformamide to 60° with stirring. After 3 hours, the solvent was removed in a rotary evaporator at 60° C./20 mbar. The residue was taken up in 40 ml of water and 40 ml of ethyl acetate. After the organic phase had been separated off, the aqueous phase was again extracte... Starting materials: Cl.FC1=CC=C(C(=O)NC=2C3=C(N(N2)C(=O)OCC)C(NC3)(C)C)C=C1 (Ethyl 3-[(4-fluorobenzoyl)amino]-6,6-dimethyl-5,6-dihydropyrrolo[3,4-c]pyrazole-1(4H)-carboxylate hydrochloride), C(C)(C)N(C(C)C)CC (N,N-diisopropylethylamine), CN(C)C(=[N+](C)C)ON1C2=C(C=CC=C2)N=N1.[B-](F)(F)(F)F (TBTU), Cl.CN1CCC(CC1)C(=O)O (1-methyl-piperidine-4-carboxylic acid hydrochloride), TEA, C(Cl)Cl.CO.[NH4+].[OH-] (CH2Cl2 MeOH NH4OH). The solvent is CCOC(=O)C.CCCCCC (EtOAc hexane), ClCCl (dichloromethane). Reaction conditions: time 8 hour. Yields the product CC1(N(CC=2C1=NNC2NC(C2=CC=C(C=C2)F)=O)C(=O)C2CCN(CC2)C)C (N-{6,6-dimethyl-5-[(1-methylpiperidin-4-yl)carbonyl]-2,4,5,6-tetrahydropyrrolo[3,4-c]pyrazol-3-yl}-4-fluorobenzamide). The yield is 69.3%. Reaction SMILES: Cl.[F:2][C:3]1[CH:26]=[CH:25][C:6]([C:7]([NH:9][C:10]2[C:11]3[CH2:22][NH:21][C:20]([CH3:24])([CH3:23])[C:12]=3[N:13](C(OCC)=O)[N:14]=2)=[O:8])=[CH:5][CH:4]=1.C(N(CC)C(C)C)(C)C.CN(C(ON1N=NC2C=CC=CC1=2)=[N+](C)C)C.[B-](F)(F)(F)F.Cl.[CH3:59][N:60]1[CH2:65][CH2:64][CH:63]([C:66](O)=[O:67])[CH2:62][CH2:61]1.C(Cl)Cl.CO.[NH4+].[OH-]>ClCCl.CCOC(C)=O.CCCCCC>[CH3:23][C:20]1([CH3:24])[C:12]2=[N:13][NH:14][C:10]([NH:9][C:7](=[O:8])[C:6]3[CH:5]=[CH:4][C:3]([F:2])=[CH:26][CH:25]=3)=[C:11]2[CH2:22][N:21]1[C:66]([CH:63]1[CH2:64][CH2:65][N:60]([CH3:59])[CH2:61][CH2:62]1)=[O:67] |f:0.1,3.4,5.6,7.8.9.10,12.13|. Procedure details: Ethyl 3-[(4-fluorobenzoyl)amino]-6,6-dimethyl-5,6-dihydropyrrolo[3,4-c]pyrazole-1(4H)-carboxylate hydrochloride (0.5 g, 1.3 mmol), in dichloromethane (25 ml), was treated with N,N-diisopropylethylamine (1.13 ml, 6.5 mmol, 5 eq) and TBTU (0.542 g, 1.69 mmol, 1.3 eq), at room temperature for 1 hour, and then 1-methyl-piperidine-4-carboxylic acid hydrochloride (0.29 g, 1.61 mmol, 1.2 eq) was added. The reaction was stirred overnight (TLC: CH2Cl2/MeOH 90/10). The solution was washed with saturated s... The reactants are C(=O)O (formic acid), COC=1C=C(C=O)C=CC1OC (3,4-dimethoxybenzaldehyde), CC1(OC(=O)CC(=O)O1)C (Meldrum's acid), ice, Cl (hydrochloric acid). Reaction SMILES: C(O)=O.[CH3:4][O:5][C:6]1[CH:7]=[C:8]([CH:11]=[CH:12][C:13]=1[O:14][CH3:15])[CH:9]=O.[CH3:16][C:17]1([CH3:25])[O:24][C:22](=[O:23])[CH2:21][C:19](=[O:20])[O:18]1.Cl>C(N(CC)CC)C>[CH3:4][O:5][C:6]1[CH:7]=[C:8]([CH:11]=[CH:12][C:13]=1[O:14][CH3:15])[CH2:9][CH:21]1[C:22](=[O:23])[O:24][C:17]([CH3:25])([CH3:16])[O:18][C:19]1=[O:20]. Solvent: C(C)N(CC)CC (triethylamine). Product: COC=1C=C(CC2C(OC(OC2=O)(C)C)=O)C=CC1OC (5-(3,4-dimethoxybenzyl)-2,2-dimethyl-1,3-dioxane-4,6-dione). Run at time 18 hour. Isolated yield 88.2%. Reported procedure: Under ice-cooling, to formic acid (20 mL) was added dropwise triethylamine (29.6 mL). Then, 3,4-dimethoxybenzaldehyde (9.22 g) and Meldrum's acid (8.00 g) were added under ice-cooling, and the mixture was stirred at room temperature for 18 hr. The reaction mixture was poured into a mixture of ice (80 g) and 1 mol/L hydrochloric acid (50 mL), and the precipitate was collected by filtration to give the title compound (14.4 g) as a white solid. Starting materials: ICCC1CCC2=C(CC1)C(=C(C(=C2OC)OC)OC)OC (7-(2-iodoethyl)-1,2,3,4-tetramethoxy-6,7,8,9-tetrahydro-5H-benzo[a]cycloheptene), OC1=CC=C(C=C1)C1=CC=CC=C1 (4-hydroxybiphenyl), C([O-])([O-])=O.[K+].[K+] (potassium carbonate), CN(C)C=O (DMF). Run in O (water). Reaction conditions: time 12 hour. Yields the product C1(=CC=CC=C1)C1=CC=C(OCCC2CCC3=C(CC2)C(=C(C(=C3OC)OC)OC)OC)C=C1 (7-[2-(4-Phenylphenoxy)ethyl]-1,2,3,4-tetramethoxy-6,7,8,9-tetrahydro-5H-benzo[a]cycloheptene). The yield is 95.8%. As a reaction SMILES: I[CH2:2][CH2:3][CH:4]1[CH2:10][CH2:9][C:8]2[C:11]([O:21][CH3:22])=[C:12]([O:19][CH3:20])[C:13]([O:17][CH3:18])=[C:14]([O:15][CH3:16])[C:7]=2[CH2:6][CH2:5]1.[OH:23][C:24]1[CH:29]=[CH:28][C:27]([C:30]2[CH:35]=[CH:34][CH:33]=[CH:32][CH:31]=2)=[CH:26][CH:25]=1.C(=O)([O-])[O-].[K+].[K+].CN(C=O)C>O>[C:30]1([C:27]2[CH:26]=[CH:25][C:24]([O:23][CH2:2][CH2:3][CH:4]3[CH2:10][CH2:9][C:8]4[C:11]([O:21][CH3:22])=[C:12]([O:19][CH3:20])[C:13]([O:17][CH3:18])=[C:14]([O:15][CH3:16])[C:7]=4[CH2:6][CH2:5]3)=[CH:29][CH:28]=2)[CH:31]=[CH:32][CH:33]=[CH:34][CH:35]=1 |f:2.3.4|. Procedure: The mixture of 7-(2-iodoethyl)-1,2,3,4-tetramethoxy-6,7,8,9-tetrahydro-5H-benzo[a]cycloheptene(1.64 g),4-hydroxybiphenyl (797 mg), potassium carbonate (1.08 g), and DMF (16 ml) was stirred at room temperature for 12 hr. The reaction mixture was diluted with water and extracted with ethyl acetate. The organic layer was washed with water and saturated aqueous sodium chloride and dried. The solvent was removed in vacuo. The residue was purified by alumina column chromatography (toluene) to yield th... Starting materials: O=C([O-])O, CON, O=C(Cl)c1ccccc1CCl, ClP(Cl)(Cl)(Cl)Cl, ClCCl, Cl, Cl, [Na+], O, c1ccncc1. The product is CON=C(Cl)c1ccccc1CCl. Reaction SMILES: [C:29](=[O:30])([OH:31])[O-:32].[CH3:13][O:14][NH2:15].[Cl:1][CH2:2][c:3]1[c:4]([C:5](=[O:6])[Cl:7])[cH:8][cH:9][cH:10][cH:11]1.[Cl:23][P:24]([Cl:25])([Cl:26])([Cl:27])[Cl:28].[Cl:34][CH2:35][Cl:36].[ClH:12].[ClH:22].[Na+:33].[OH2:37].[cH:16]1[cH:17][cH:18][n:19][cH:20][cH:21]1>>[Cl:1][CH2:2][c:3]1[c:4]([C:5]([Cl:7])=[N:15][O:14][CH3:13])[cH:8][cH:9][cH:10][cH:11]1. Starting materials: C[C@@H]1NCCNC1 ((S)-2-methylpiperazine), dichlorobis[(tri-ortho-tolyl)phosphine]palladium (II), FC=1C=C(C=C(C1)F)Br (3,5-difluorobromobenzene), CC(C)([O-])C.[Na+] (sodium tert-butoxide). The solvent is C1(=CC=CC=C1)C (toluene). Run at temperature 100 celsius, time 24 hour. Product: FC=1C=C(C=C(C1)F)N1C[C@@H](NCC1)C ((3S)-1-(3,5-Difluorophenyl)-3-methylpiperazine). Yield: 43.3%. Reaction SMILES: [CH3:1][C@H:2]1[CH2:7][NH:6][CH2:5][CH2:4][NH:3]1.[F:8][C:9]1[CH:10]=[C:11](Br)[CH:12]=[C:13]([F:15])[CH:14]=1.CC(C)([O-])C.[Na+]>C1(C)C=CC=CC=1>[F:8][C:9]1[CH:10]=[C:11]([N:6]2[CH2:5][CH2:4][NH:3][C@@H:2]([CH3:1])[CH2:7]2)[CH:12]=[C:13]([F:15])[CH:14]=1 |f:2.3|. Procedure: A mixture composed of 2.48 g of (S)-2-methylpiperazine, 3.97 g of 3,5-difluorobromobenzene, 2.76 g of sodium tert-butoxide, 326 mg of dichlorobis[(tri-ortho-tolyl)phosphine]palladium (II) (PdCl2[P(o-tolyl)3]2) and 100 ml of toluene was stirred at 100° C. for 24 hours in an atmosphere of nitrogen. After removal of the insoluble matter by filtration, the filtrate was washed with water and then with saturated brine. The organic layer was dried with anhydrous sodium sulfate and then concentrated und... Reactants: CCCc1nc(C)n2c(=O)[nH]c(-c3ccccc3OCC)nc12, O=S(=O)(O)Cl, ClCCl, O. Yields the product CCCc1nc(C)n2c(=O)[nH]c(-c3ccccc3OCC)nc12, O=S(=O)(Cl)Cl. Reaction SMILES: [CH2:1]([CH3:2])[O:3][c:4]1[c:5](-[c:10]2[n:11][c:12]3[n:13]([c:14](=[O:16])[nH:15]2)[c:17]([CH3:23])[n:18][c:19]3[CH2:20][CH2:21][CH3:22])[cH:6][cH:7][cH:8][cH:9]1.[Cl:24][S:25](=[O:26])(=[O:27])[OH:28].[Cl:30][CH2:31][Cl:32].[OH2:29]>>[CH2:1]([CH3:2])[O:3][c:4]1[c:5](-[c:10]2[n:11][c:12]3[n:13]([c:14](=[O:16])[nH:15]2)[c:17]([CH3:23])[n:18][c:19]3[CH2:20][CH2:21][CH3:22])[cH:6][cH:7][cH:8][cH:9]1.[Cl:24][S:25](=[O:26])(=[O:28])[Cl:30]. Starting materials: CCOC(=O)CBr, [H-], [Li+], CN(C)C=O, O=c1ccc(C(c2ccccc2)c2ccccc2)c[nH]1. Yields the product CCOC(=O)Cn1cc(C(c2ccccc2)c2ccccc2)ccc1=O. RXN SMILES: [Br:23][CH2:24][C:25](=[O:26])[O:27][CH2:28][CH3:29].[H-:1].[Li+:2].[O:30]=[CH:31][N:32]([CH3:33])[CH3:34].[c:3]1([CH:9]([c:10]2[cH:11][cH:12][c:13](=[O:16])[nH:14][cH:15]2)[c:17]2[cH:18][cH:19][cH:20][cH:21][cH:22]2)[cH:4][cH:5][cH:6][cH:7][cH:8]1>>[c:3]1([CH:9]([c:10]2[cH:11][cH:12][c:13](=[O:16])[n:14]([CH2:24][C:25](=[O:26])[O:27][CH2:28][CH3:29])[cH:15]2)[c:17]2[cH:18][cH:19][cH:20][cH:21][cH:22]2)[cH:4][cH:5][cH:6][cH:7][cH:8]1.